This data is from the Open Reaction Database (ORD), a public repository of structured organic reaction records. The task is: describe an organic reaction: reactants, conditions, products, and yield Reactants: Cl.[Cl-].[Na+].O (HCl brine), BrC1=CC=C(S1)C(=O)O (5-bromo-thiophene-2-carboxylic acid), C(C(=O)Cl)(=O)Cl (oxalyl chloride), ClC1=C(N)C=CC=C1 (2-chloroaniline), CCN(C(C)C)C(C)C (DIEA). The yield is 92.0%. Product: BrC1=CC=C(S1)C(=O)NC1=C(C=CC=C1)Cl ((5-bromo(2-thienyl))-N-(2-chlorophenyl)carboxamide). Procedure details: A mixture of 5-bromo-thiophene-2-carboxylic acid (5) (207 mg, 1 mmol), oxalyl chloride (420 μl) and catalytic amount of DMF in 5 ml DCM was stirred at r.t for 2 h before evaporation to dryness. The resulting solid residue was dissolved in 5 ml DCM and to which were added 2-chloroaniline (209 μl, 2 eq) and DIEA (522 μl). The reaction mixture was stirred at r.t for overnight before worked up with EA/aq. HCl/brine. The org. phase was concentrated and then purified on a flash silica gel column to gi... Conditions: time 2 hour. As a reaction SMILES: [Br:1][C:2]1[S:6][C:5]([C:7]([OH:9])=O)=[CH:4][CH:3]=1.C(Cl)(=O)C(Cl)=O.[Cl:16][C:17]1[CH:23]=[CH:22][CH:21]=[CH:20][C:18]=1[NH2:19].CCN(C(C)C)C(C)C.Cl.[Cl-].[Na+].O>C(Cl)Cl.CC(=O)OCC.CN(C=O)C>[Br:1][C:2]1[S:6][C:5]([C:7]([NH:19][C:18]2[CH:20]=[CH:21][CH:22]=[CH:23][C:17]=2[Cl:16])=[O:9])=[CH:4][CH:3]=1 |f:4.5.6.7|. Run in CC(OCC)=O (EA), C(Cl)Cl (DCM), C(Cl)Cl (DCM), CN(C)C=O (DMF). Reactants: C1CCOC1, COc1ccc(N2CCNCC2)cc1, COc1ccc(-c2cccc(C(=O)O)n2)cc1OC, O=C(Cl)C(=O)Cl, CN(C)C=O, O, c1ccncc1. The product is COc1ccc(N2CCN(C(=O)c3cccc(-c4ccc(OC)c(OC)c4)n3)CC2)cc1. RXN SMILES: [CH2:1]1[O:2][CH2:3][CH2:4][CH2:5]1.[CH3:31][O:32][c:33]1[cH:34][cH:35][c:36]([N:39]2[CH2:40][CH2:41][NH:42][CH2:43][CH2:44]2)[cH:37][cH:38]1.[CH3:6][O:7][c:8]1[cH:9][c:10](-[c:16]2[cH:17][cH:18][cH:19][c:20]([C:22](=[O:23])[OH:24])[n:21]2)[cH:11][cH:12][c:13]1[O:14][CH3:15].[Cl:25][C:26]([C:27]([Cl:28])=[O:29])=[O:30].[O:52]=[CH:53][N:54]([CH3:55])[CH3:56].[OH2:45].[cH:46]1[cH:47][cH:48][n:49][cH:50][cH:51]1>>[CH3:6][O:7][c:8]1[cH:9][c:10](-[c:16]2[cH:17][cH:18][cH:19][c:20]([C:22](=[O:24])[N:42]3[CH2:41][CH2:40][N:39]([c:36]4[cH:35][cH:34][c:33]([O:32][CH3:31])[cH:38][cH:37]4)[CH2:44][CH2:43]3)[n:21]2)[cH:11][cH:12][c:13]1[O:14][CH3:15].